This data is from the Open Reaction Database (ORD), a public repository of structured organic reaction records. The task is: describe an organic reaction: reactants, conditions, products, and yield Reactants: C1COCCO1, C[Zn]C, Cc1ccccc1, O=S(=O)(Nc1cccc(-c2nc(N3CCOCC3)sc2-c2ccnc(Cl)n2)c1Cl)c1cc(F)ccc1F. The product is Cc1nccc(-c2sc(N3CCOCC3)nc2-c2cccc(NS(=O)(=O)c3cc(F)ccc3F)c2Cl)n1. As a reaction SMILES: [CH2:48]1[O:49][CH2:50][CH2:51][O:52][CH2:53]1.[CH3:38][Zn:39][CH3:40].[CH3:41][c:42]1[cH:43][cH:44][cH:45][cH:46][cH:47]1.[Cl:1][c:2]1[c:3]([NH:26][S:27](=[O:28])(=[O:29])[c:30]2[c:31]([F:37])[cH:32][cH:33][c:34]([F:36])[cH:35]2)[cH:4][cH:5][cH:6][c:7]1-[c:8]1[n:9][c:10]([N:20]2[CH2:21][CH2:22][O:23][CH2:24][CH2:25]2)[s:11][c:12]1-[c:13]1[n:14][c:15]([Cl:19])[n:16][cH:17][cH:18]1>>[Cl:1][c:2]1[c:3]([NH:26][S:27](=[O:28])(=[O:29])[c:30]2[c:31]([F:37])[cH:32][cH:33][c:34]([F:36])[cH:35]2)[cH:4][cH:5][cH:6][c:7]1-[c:8]1[n:9][c:10]([N:20]2[CH2:21][CH2:22][O:23][CH2:24][CH2:25]2)[s:11][c:12]1-[c:13]1[n:14][c:15]([CH3:38])[n:16][cH:17][cH:18]1.